From a dataset of the Open Reaction Database (ORD), a public repository of structured organic reaction records. describe an organic reaction: reactants, conditions, products, and yield Reactants: [Na] (sodium), C=O.C1(=CC=CC2=CC=CC=C12)S(=O)(=O)O (naphthalenesulfonic acid formaldehyde), I(Cl)(Cl)Cl (iodine trichloride), 170, Cl[O-].[Na+] (sodium hypochlorite), ClCl (chlorine), ClCl (chlorine), Cl (hydrochloric acid), [N+](=O)([O-])C1=C(C=CC(=C1)[N+](=O)[O-])O (2,4-dinitrophenol), 303, [OH-].[Na+] (sodium hydroxide), 36, Cl (hydrochloric acid), ClCl (chlorine), Cl (hydrochloric acid), 183, [N+](=O)([O-])C1=C(C=CC(=C1)[N+](=O)[O-])Cl (2,4-dinitrochlorobenzene), [N+](=O)([O-])C1=C(C=CC(=C1)[N+](=O)[O-])O (2,4-dinitrophenol), [N+](=O)([O-])COCCOC1=CC=C(C=C1)OC[N+](=O)[O-] (2,4-dinitromethoxyethoxybenzene). Reagents/catalysts: [Fe](Cl)(Cl)Cl (iron(III) chloride). The solvent is O (water). Yields the product ClC1=CC(=CC(=C1O)[N+](=O)[O-])[N+](=O)[O-] (6-chloro-2,4-dinitrophenol), [N+](=O)([O-])C1=C(C=CC(=C1)[N+](=O)[O-])O (2,4-dinitrophenol). The yield is 0.5%. Reaction SMILES: [N+](C1C=C([N+]([O-])=O)C=CC=1[Cl:13])([O-])=O.[N+:14]([C:17]1[CH:22]=[C:21]([N+:23]([O-:25])=[O:24])[CH:20]=[CH:19][C:18]=1[OH:26])([O-:16])=[O:15].[N+](COCCOC1C=CC(OC[N+]([O-])=O)=CC=1)([O-])=O.[OH-].[Na+].Cl.[Na].C=O.C1(S(O)(=O)=O)C2C(=CC=CC=2)C=CC=1.I(Cl)(Cl)Cl.ClCl.Cl[O-].[Na+]>[Fe](Cl)(Cl)Cl.O>[Cl:13][C:19]1[C:18]([OH:26])=[C:17]([N+:14]([O-:16])=[O:15])[CH:22]=[C:21]([N+:23]([O-:25])=[O:24])[CH:20]=1.[N+:14]([C:17]1[CH:22]=[C:21]([N+:23]([O-:25])=[O:24])[CH:20]=[CH:19][C:18]=1[OH:26])([O-:16])=[O:15] |f:3.4,7.8,11.12,^1:48|. Reported procedure: A mixture of 183 parts of 2,4-dinitrochlorobenzene, 16 parts of 2,4-dinitrophenol and 3 parts of 2,4-dinitromethoxyethoxybenzene is saponified to 2,4-dinitrophenol in a mixture of 303 parts of 33% strength sodium hydroxide solution and 3,000 parts of water at 95° C. under an atmosphere of air. The resulting suspension i adjusted to a pH value of 3.5 by adding 185 parts of 31% strength hydrochloric acid. After 10 parts of the sodium salt of a naphthalenesulfonic acid formaldehyde condensation pro... Starting materials: C(C1=CC=CC=C1)C(C(=O)OCC1=CC=CC=C1)=C (benzyl 2-benzylacrylate), C1CCC2=NCCCN2CC1 (DBU), SC(C(=O)O)(C)C (2-mercaptoisobutyric acid), S(=O)(=O)([O-])OOS(=O)(=O)[O-].[K+].[K+] (potassium monopersulphate), 1872]and, S(=O)(=O)([O-])OOS(=O)(=O)[O-].[K+].[K+] (potassium monopersulphate). Run in O (water), O (water). Conditions: time 5 hour. The product is C(C1=CC=CC=C1)OC(=O)C(CS(=O)(=O)C(C(=O)O)(C)C)CC1=CC=CC=C1 ((RS)-2-[[2-[(benzyloxy)carbonyl]-3-phenylpropyl]sulfonyl]-2-methylpropionic acid). Reaction SMILES: C1CCN2C(=NCCC2)CC1.S[C:13]([CH3:18])([CH3:17])[C:14]([OH:16])=[O:15].[CH2:19]([C:26](=[CH2:37])[C:27]([O:29][CH2:30][C:31]1[CH:36]=[CH:35][CH:34]=[CH:33][CH:32]=1)=[O:28])[C:20]1[CH:25]=[CH:24][CH:23]=[CH:22][CH:21]=1.[S:38]([O:42]OS([O-])(=O)=O)([O-])(=O)=[O:39].[K+].[K+]>O>[CH2:30]([O:29][C:27]([CH:26]([CH2:19][C:20]1[CH:21]=[CH:22][CH:23]=[CH:24][CH:25]=1)[CH2:37][S:38]([C:13]([CH3:18])([CH3:17])[C:14]([OH:16])=[O:15])(=[O:42])=[O:39])=[O:28])[C:31]1[CH:36]=[CH:35][CH:34]=[CH:33][CH:32]=1 |f:3.4.5|. Procedure details: 8.4 g (55.4 mm01) of DBU were added dropwise to a solution of 3.3 g (27.7 mmol) of 2-mercaptoisobutyric acid [Can. J. Chem. 61(8), 1872]and 6.9 g (27.7 mmol) of benzyl 2-benzylacrylate (EPA 0117429), whereby the temperature of the reaction mixture was held between 5 and 10°. After completion of the addition the mixture was stirred at 10° for a further 5 hours. Subsequently, the reaction mixture was treated dropwise with 22.5 g (36.6 mmol) of potassium monopersulphate triple salt suspended in 450... Starting materials: CCOC(=O)c1ccc(Cl)cc1NC(=O)Oc1ccccc1, NS(=O)(=O)c1ccc(OCCN2CCN(c3ccccc3)CC2)cc1. The product is CCOC(=O)c1ccc(Cl)cc1NC(=O)NS(=O)(=O)c1ccc(OCCN2CCN(c3ccccc3)CC2)cc1. Reaction SMILES: [Cl:1][c:2]1[cH:3][c:4]([NH:13][C:14]([O:16][c:15]2[cH:17][cH:18][cH:19][cH:20][cH:21]2)=[O:22])[c:5]([C:6](=[O:7])[O:8][CH2:9][CH3:10])[cH:11][cH:12]1.[c:23]1([N:29]2[CH2:30][CH2:31][N:32]([CH2:35][CH2:36][O:37][c:38]3[cH:39][cH:40][c:41]([S:44](=[O:45])(=[O:46])[NH2:47])[cH:42][cH:43]3)[CH2:33][CH2:34]2)[cH:24][cH:25][cH:26][cH:27][cH:28]1>>[Cl:1][c:2]1[cH:3][c:4]([NH:13][C:14](=[O:16])[NH:47][S:44]([c:41]2[cH:40][cH:39][c:38]([O:37][CH2:36][CH2:35][N:32]3[CH2:31][CH2:30][N:29]([c:23]4[cH:24][cH:25][cH:26][cH:27][cH:28]4)[CH2:34][CH2:33]3)[cH:43][cH:42]2)(=[O:45])=[O:46])[c:5]([C:6](=[O:7])[O:8][CH2:9][CH3:10])[cH:11][cH:12]1. Product: ClC=1C(=C2C(=NC1)NC(=N2)C2=CC=C(C=C2)N2CCOCC2)NC21CC(C(CC2)(C1(C)C)C)O (4-(6-chloro-2-(4-morpholinophenyl)-3H-imidazo[4,5-b]pyridin-7-ylamino)-1,7,7-trimethylbicyclo[2.2.1]heptan-2-ol). The reactants are ClC=1C(=C2C(=NC1)NC(=N2)C2=CC=C(C=C2)N2CCOCC2)NC21CC(C(CC2)(C1(C)C)C)=O (4-(6-chloro-2-(4-morpholinophenyl)-3H-imidazo[4,5-b]pyridin-7-ylamino)-1,7,7-trimethylbicyclo[2.2.1]heptan-2-one), C(C)O.[BH4-].[Na+] (ethanol NaBH4). Isolated yield 46.9%. Procedure details: To a suspension of 4-(6-chloro-2-(4-morpholinophenyl)-3H-imidazo[4,5-b]pyridin-7-ylamino)-1,7,7-trimethylbicyclo[2.2.1]heptan-2-one (Compound CXCVIII) (100 mg, 0.208 mmol) in ethanol NaBH4 (78 mg, 2.08 mmol) was added and the reaction mixture was heated at 60° C. for 16 h when LCMS confirmed consumption of staring material and formation of desired product. The reaction mixture was allowed to come to rt and acidified to pH 5. Solvent was then removed and the residue was suspended in water and fil... Run at temperature 60 celsius. RXN SMILES: [Cl:1][C:2]1[C:3]([NH:23][C:24]23[C:30]([CH3:32])([CH3:31])[C:27]([CH3:33])([CH2:28][CH2:29]2)[C:26](=[O:34])[CH2:25]3)=[C:4]2[N:10]=[C:9]([C:11]3[CH:16]=[CH:15][C:14]([N:17]4[CH2:22][CH2:21][O:20][CH2:19][CH2:18]4)=[CH:13][CH:12]=3)[NH:8][C:5]2=[N:6][CH:7]=1.C(O)C.[BH4-].[Na+]>>[Cl:1][C:2]1[C:3]([NH:23][C:24]23[C:30]([CH3:31])([CH3:32])[C:27]([CH3:33])([CH2:28][CH2:29]2)[CH:26]([OH:34])[CH2:25]3)=[C:4]2[N:10]=[C:9]([C:11]3[CH:16]=[CH:15][C:14]([N:17]4[CH2:22][CH2:21][O:20][CH2:19][CH2:18]4)=[CH:13][CH:12]=3)[NH:8][C:5]2=[N:6][CH:7]=1 |f:1.2.3|. Reactants: C(C)(C)(C)OC(=O)CON=C(C(=O)O)C1=NSC(=N1)N (2-tert-butoxycarbonylmethoxyimino-2-(5-amino-1,2,4-thiadiazol-3-yl)acetic acid), O1CCCC1 (tetrahydrofuran), C1(=CC=CC=C1)C(=[N+]=[N-])C1=CC=CC=C1 (diphenyldiazomethane). Solvent: C(C)(=O)OCC (ethyl acetate), C(C)(=O)OCC (ethyl acetate). Yields the product C(C)(C)(C)OC(=O)CON=C(C(=O)OC(C1=CC=CC=C1)C1=CC=CC=C1)C1=NSC(=N1)N (benzhydryl 2-tert-butoxycarbonylmethoxyimino-2-(5-amino-1,2,4-thiadiazol-3-yl)acetate). As a reaction SMILES: [C:1]([O:5][C:6]([CH2:8][O:9][N:10]=[C:11]([C:15]1[N:19]=[C:18]([NH2:20])[S:17][N:16]=1)[C:12]([OH:14])=[O:13])=[O:7])([CH3:4])([CH3:3])[CH3:2].O1CCCC1.[C:26]1([C:32]([C:35]2[CH:40]=[CH:39][CH:38]=[CH:37][CH:36]=2)=[N+]=[N-])[CH:31]=[CH:30][CH:29]=[CH:28][CH:27]=1>C(OCC)(=O)C>[C:1]([O:5][C:6]([CH2:8][O:9][N:10]=[C:11]([C:15]1[N:19]=[C:18]([NH2:20])[S:17][N:16]=1)[C:12]([O:14][CH:32]([C:26]1[CH:31]=[CH:30][CH:29]=[CH:28][CH:27]=1)[C:35]1[CH:40]=[CH:39][CH:38]=[CH:37][CH:36]=1)=[O:13])=[O:7])([CH3:4])([CH3:2])[CH3:3]. Reported procedure: To a solution of 2-tert-butoxycarbonylmethoxyimino-2-(5-amino-1,2,4-thiadiazol-3-yl)acetic acid (syn isomer (20 g) in ethyl acetate (200 ml) and tetrahydrofuran (100 ml) was added dropwise a solution of diphenyldiazomethane in ethyl acetate (0.9 m mole/ml, 80 ml) at ambient temperature, and the mixture was stirred for an hour. The reaction mixture was washed with a saturated aqueous sodium bicarbonate and an aqueous sodium chloride, and then dried over magnesium sulfate. The solution was evapora... Reactants: C1S(CC2=C1C=CC=C2)(=O)=O (1,3-Dihydrobenzo[c]thiophene 2,2-dioxide), BrBr (bromine), BrBr (bromine). The reagents and catalysts are [Fe] (iron). Solvent: C(Cl)(Cl)(Cl)Cl (carbon tetrachloride). Yields the product BrC1=CC=CC=2CS(CC21)(=O)=O (4-bromo-1,3-dihydrobenzo[c]thiophene 2,2-dioxide). Reaction SMILES: [CH2:1]1[C:5]2[CH:6]=[CH:7][CH:8]=[CH:9][C:4]=2[CH2:3][S:2]1(=[O:11])=[O:10].[Br:12]Br>C(Cl)(Cl)(Cl)Cl.[Fe]>[Br:12][C:9]1[C:4]2[CH2:3][S:2](=[O:10])(=[O:11])[CH2:1][C:5]=2[CH:6]=[CH:7][CH:8]=1. Reported procedure: 1,3-Dihydrobenzo[c]thiophene 2,2-dioxide, previously described, is brominated with 1 equivalent of bromine in carbon tetrachloride solution in the presence of iron [CA 84, 89930 (1976)] at reflux until the bromine color disappears to give 4-bromo-1,3-dihydrobenzo[c]thiophene 2,2-dioxide. Starting materials: Cl, N#Cc1c(COc2ccccc2I)cccc1[N+](=O)[O-], [K+], [OH-], Cl[Sn]Cl. The product is N#Cc1c(N)cccc1COc1ccccc1I. Reaction SMILES: [ClH:4].[I:5][c:6]1[c:7]([O:8][CH2:9][c:10]2[c:11]([C:12]#[N:13])[c:14]([N+:18]([O-:19])=[O:20])[cH:15][cH:16][cH:17]2)[cH:21][cH:22][cH:23][cH:24]1.[K+:26].[OH-:25].[Sn:1]([Cl:2])[Cl:3]>>[I:5][c:6]1[c:7]([O:8][CH2:9][c:10]2[c:11]([C:12]#[N:13])[c:14]([NH2:18])[cH:15][cH:16][cH:17]2)[cH:21][cH:22][cH:23][cH:24]1. Starting materials: O1CCOC2=C1C=CC=C2N2CCN(CC2)[C@@H]2[C@@H](C1=CC(=CC=C1C2)OC)O (Cis-2-[4-(2,3-dihydro[1,4]benzodioxin-5-yl)piperazin-1-yl]-6-methoxyindan-1-ol), C1(CCC2=CC=CC=C12)=O (indan-1-one). The product is O1CCOC2=C1C=CC=C2N2CCN(CC2)[C@@H]2[C@@H](C1=CC=CC=C1C2)O (Cis-2-[4-(2,3-dihydro[1,4]benzodioxin-5-yl)piperazin-1-yl]indan-1-ol). Reaction SMILES: [O:1]1[C:6]2[CH:7]=[CH:8][CH:9]=[C:10]([N:11]3[CH2:16][CH2:15][N:14]([C@H:17]4[CH2:25][C:24]5[C:19](=[CH:20][C:21](OC)=[CH:22][CH:23]=5)[C@H:18]4[OH:28])[CH2:13][CH2:12]3)[C:5]=2[O:4][CH2:3][CH2:2]1.C1(=O)C2C(=CC=CC=2)CC1>>[O:1]1[C:6]2[CH:7]=[CH:8][CH:9]=[C:10]([N:11]3[CH2:16][CH2:15][N:14]([C@H:17]4[CH2:25][C:24]5[C:19](=[CH:20][CH:21]=[CH:22][CH:23]=5)[C@H:18]4[OH:28])[CH2:13][CH2:12]3)[C:5]=2[O:4][CH2:3][CH2:2]1. Procedure details: Prepared in the same manner as the compound of Example 1, but using indan-1-one instead of 6-methoxyindan-1-one in Step 1. The reactants are NC=1C=CC(=NC1)OC1=CC=C(C=C1)C(=O)N1CCN(CC1)CC1=CC=CC=C1 ([4-(5-aminopyridin-2-yloxy)phenyl](4-benzylpiperazin-1-yl)methanone), [N+](=O)([O-])[O-].[Na+] (sodium nitrate), ClC=1C=C(C=CC1Cl)S (3,4-dichlorobenzenethiol). Solvent: S(O)(O)(=O)=O (sulfuric acid), O (water), O (water), [OH-].[Na+] (sodium hydroxide), O (Water). Conditions: time 10 minute. The product is C(C1=CC=CC=C1)N1CCN(CC1)C(=O)C1=CC=C(C=C1)OC1=NC=C(C=C1)SC1=CC(=C(C=C1)Cl)Cl ((4-benzylpiperazin-1-yl){4-[5-(3,4-dichlorophenylsulfanyl)pyridin-2-yloxy]phenyl}methanone). Reaction SMILES: N[C:2]1[CH:3]=[CH:4][C:5]([O:8][C:9]2[CH:14]=[CH:13][C:12]([C:15]([N:17]3[CH2:22][CH2:21][N:20]([CH2:23][C:24]4[CH:29]=[CH:28][CH:27]=[CH:26][CH:25]=4)[CH2:19][CH2:18]3)=[O:16])=[CH:11][CH:10]=2)=[N:6][CH:7]=1.[N+]([O-])([O-])=O.[Na+].[Cl:35][C:36]1[CH:37]=[C:38]([SH:43])[CH:39]=[CH:40][C:41]=1[Cl:42]>S(=O)(=O)(O)O.O.[OH-].[Na+]>[CH2:23]([N:20]1[CH2:19][CH2:18][N:17]([C:15]([C:12]2[CH:13]=[CH:14][C:9]([O:8][C:5]3[CH:4]=[CH:3][C:2]([S:43][C:38]4[CH:39]=[CH:40][C:41]([Cl:42])=[C:36]([Cl:35])[CH:37]=4)=[CH:7][N:6]=3)=[CH:10][CH:11]=2)=[O:16])[CH2:22][CH2:21]1)[C:24]1[CH:29]=[CH:28][CH:27]=[CH:26][CH:25]=1 |f:1.2,6.7|. Procedure: To a solution of [4-(5-aminopyridin-2-yloxy)phenyl](4-benzylpiperazin-1-yl)methanone (0.73 g, 1.88 mmol) in concentrated sulfuric acid (0.38 mL)-water (1.1 mL) were added dropwise a solution of sodium nitrate (0.13 g, 1.88 mmol) in water (0.6 mL) under ice cooling. The reaction mixture was stirred for 10 minutes. This reaction mixture was added to a solution of 3,4-dichlorobenzenethiol (0.24 mL, 1.88 mmol) in 2 N aqueous sodium hydroxide (2 mL) under cooling with ice. Water was added to the resu... Reactants: N1=C(C=CC=C1)C1=CC=C(S1)CO ((5-(pyridin-2-yl)thien-2-yl) methanol). Reagents/catalysts: [O-2].[O-2].[Mn+4] (manganese dioxide). The solvent is O1CCCC1 (tetrahydrofuran). The product is N1=C(C=CC=C1)C1=CC=C(S1)C=O (5-(2-pyridinyl)-2-thiophenecarbaldehyde). Yield: 8307.6%. Reaction SMILES: [N:1]1[CH:6]=[CH:5][CH:4]=[CH:3][C:2]=1[C:7]1[S:11][C:10]([CH2:12][OH:13])=[CH:9][CH:8]=1>O1CCCC1.[O-2].[O-2].[Mn+4]>[N:1]1[CH:6]=[CH:5][CH:4]=[CH:3][C:2]=1[C:7]1[S:11][C:10]([CH:12]=[O:13])=[CH:9][CH:8]=1 |f:2.3.4|. Reported procedure: A solution of (5-(pyridin-2-yl)thien-2-yl) methanol (0.100 g) and manganese dioxide (0.136 g) in tetrahydrofuran (3.5 mL) was refluxed overnight. The mixture was cooled to room temperature and the solids were filtered. The filtrate was concentrated and the residue was triturated (hexane:diethyl ether=1:1) to obtain the title compound (8.22 g) having the following physical data.